From a dataset of the Open Reaction Database (ORD), a public repository of structured organic reaction records. describe an organic reaction: reactants, conditions, products, and yield The reactants are Intermediate 6, C(C)(C)(C)OC(=O)N1CCC(CC1)SC(C)=O (4-(Acetylsulfanyl)piperidine-1-carboxylic acid tert-butyl ester), crude product. The solvent is CO (methanol). Conditions: temperature -10 celsius, time 18 hour. The product is C(C)(C)(C)OC(=O)N1CCC(CC1)S(C(=O)OC)CC1CCCCC1 (4-(1-Methoxycarbonylcyclohexylmethylsulfanyl)piperidine-1-carboxylic acid tert-butyl ester). Isolated yield 87.5%. RXN SMILES: [C:1]([O:5][C:6]([N:8]1[CH2:13][CH2:12][CH:11]([S:14][C:15](=O)[CH3:16])[CH2:10][CH2:9]1)=[O:7])([CH3:4])([CH3:3])[CH3:2]>CO>[C:1]([O:5][C:6]([N:8]1[CH2:13][CH2:12][CH:11]([SH:14]([CH2:15][CH:16]2[CH2:13][CH2:12][CH2:11][CH2:10][CH2:9]2)[C:6]([O:5][CH3:1])=[O:7])[CH2:10][CH2:9]1)=[O:7])([CH3:4])([CH3:3])[CH3:2]. Procedure details: Intermediate 6 (0.50 g) and Intermediate 12 (0.46 g) were combined in anhydrous methanol, degassed, cooled to −10° C., and treated with sodium bis(trimethylsilyl)amide (1.78 ml, as a 1.0 M solution in tetrahydrofuran), and the mixture stirred for 18 h, slowly warming to room temperature. The reaction was then reduced in vacuo, diluted with water (20 ml) and extracted with ethyl acetate (2×20 ml). The combined organic extracts were washed with aqueous 2% citric acid (20 ml), water (20 ml), satura... The reactants are S=C(Cl)Cc1ccccc1, c1ccncc1, c1ccc2[nH]c(-c3cscn3)nc2c1. Product: S=C(Cc1ccccc1)n1c(-c2cscn2)nc2ccccc21. RXN SMILES: [CH2:1]([c:2]1[cH:3][cH:4][cH:5][cH:6][cH:7]1)[C:8](=[S:9])[Cl:10].[cH:25]1[cH:26][cH:27][n:28][cH:29][cH:30]1.[s:11]1[cH:12][n:13][c:14](-[c:16]2[nH:17][c:18]3[c:19]([n:20]2)[cH:21][cH:22][cH:23][cH:24]3)[cH:15]1>>[CH2:1]([c:2]1[cH:3][cH:4][cH:5][cH:6][cH:7]1)[C:8](=[S:9])[n:20]1[c:16](-[c:14]2[n:13][cH:12][s:11][cH:15]2)[n:17][c:18]2[c:19]1[cH:21][cH:22][cH:23][cH:24]2. The reactants are Cl (HCl), hydrochloride salt, COC=1C=C(C=C(C1OC)OC)C(CC(CCC1=CC=CC=C1)NC([C@H]1NCCC1)=O)=O (L-proline, 1-[2-(3,4,5-trimethoxyphenyl)-2-oxoethyl] 3-phenylpropylamide). Solvent: CCOCC (Et2O). Product: Cl.COC=1C=C(C=C(C1OC)OC)C(CC(CCC1=CC=CC=C1)NC([C@H]1NCCC1)=O)=O (L-Proline, 1-[2-(3,4,5-Trimethoxyphenyl)-2-Oxoethyl] 3-Phenylpropylamide Hydrochloride). RXN SMILES: [ClH:1].[CH3:2][O:3][C:4]1[CH:5]=[C:6]([C:14](=[O:33])[CH2:15][CH:16]([NH:25][C:26](=[O:32])[C@@H:27]2[CH2:31][CH2:30][CH2:29][NH:28]2)[CH2:17][CH2:18][C:19]2[CH:24]=[CH:23][CH:22]=[CH:21][CH:20]=2)[CH:7]=[C:8]([O:12][CH3:13])[C:9]=1[O:10][CH3:11]>CCOCC>[ClH:1].[CH3:13][O:12][C:8]1[CH:7]=[C:6]([C:14](=[O:33])[CH2:15][CH:16]([NH:25][C:26](=[O:32])[C@@H:27]2[CH2:31][CH2:30][CH2:29][NH:28]2)[CH2:17][CH2:18][C:19]2[CH:20]=[CH:21][CH:22]=[CH:23][CH:24]=2)[CH:5]=[C:4]([O:3][CH3:2])[C:9]=1[O:10][CH3:11] |f:3.4|. Procedure: Following the procedure described in Example 120, the coupling of N-[2-(3,4,5-trimethoxyphenyl)-2-oxoethyl]-L-proline hydrochloride (300 mg, 0.83 mmol) and 3-phenylpropylamine (0.36 mL, 2.5 mmol) provided, after treatment with HCl in Et2O, 120 mg of the hydrochloride salt of L-proline, 1-[2-(3,4,5-trimethoxyphenyl)-2-oxoethyl] 3-phenylpropylamide as a powder. The reactants are C(C1=CC=CC=C1)(=O)OCCC1=CC=C(C=O)C=C1 (4-(2-benzoyloxyethyl)benzaldehyde), [Cl-].[NH4+] (ammonium chloride), COCOC=1C=NC=CC1 (3-(methoxymethoxy)pyridine), CCCCC.C(C)(C)(C)[Li] (t-butyllithium n-pentane). Solvent: C(C)OCC (diethyl ether), C(C)OCC (diethyl ether). Run at temperature -70 celsius, time 1 hour. Product: C(C1=CC=CC=C1)(=O)OCCC1=CC=C(C=C1)C(O)C1=C(C=NC=C1)OCOC ([4-(2-benzoyloxyethyl)phenyl]-[3-(methoxymethoxy)pyridin-4-yl]-methanol). The yield is 32.1%. Reaction SMILES: [CH3:1][O:2][CH2:3][O:4][C:5]1[CH:6]=[N:7][CH:8]=[CH:9][CH:10]=1.CCCCC.C([Li])(C)(C)C.[C:21]([O:29][CH2:30][CH2:31][C:32]1[CH:39]=[CH:38][C:35]([CH:36]=[O:37])=[CH:34][CH:33]=1)(=[O:28])[C:22]1[CH:27]=[CH:26][CH:25]=[CH:24][CH:23]=1.[Cl-].[NH4+]>C(OCC)C>[C:21]([O:29][CH2:30][CH2:31][C:32]1[CH:33]=[CH:34][C:35]([CH:36]([C:10]2[CH:9]=[CH:8][N:7]=[CH:6][C:5]=2[O:4][CH2:3][O:2][CH3:1])[OH:37])=[CH:38][CH:39]=1)(=[O:28])[C:22]1[CH:23]=[CH:24][CH:25]=[CH:26][CH:27]=1 |f:1.2,4.5|. Reported procedure: Next, to a mixture of 3-(methoxymethoxy)pyridine (2.4 g, 17.4 mmol) and diethyl ether (240 ml), a 1.47 mol/L t-butyllithium n-pentane solution (15 ml, 22.0 mmol) was added dropwise at −70° C. over 15 minutes. After stirring at −70° C. for 1 hour, a diethyl ether solution of 4-(2-benzoyloxyethyl)benzaldehyde (5.35 g, 21.0 mmol) was added over 10 minutes and stirred at −70° C. for 1.5 hours. After warming to room temperature, the reaction mixture was poured into saturated aqueous ammonium chloride... Starting materials: FC(C1=CC=C(C=C1)NC(C[C@H](CC)O)=O)(F)F ((S)-N-[4-(trifluoromethyl)phenyl]-3-hydroxypentanoic acid amide), N1=CC=CC=C1 (pyridine), CC1=CC=C(C=C1)S(=O)(=O)Cl (4-methylbenzenesulfonyl chloride). Solvent: O (water). Reaction conditions: temperature 0 celsius, time 5 hour. Product: FC(C1=CC=C(C=C1)NC(C[C@H](CC)OS(=O)(=O)C1=CC=C(C=C1)C)=O)(F)F ((S)-N-[4-(trifluoromethyl)phenyl]-3-(4-methylphenyl)sulfonyloxypentanoic acid amide). The yield is 49.0%. Reaction SMILES: [F:1][C:2]([F:18])([F:17])[C:3]1[CH:8]=[CH:7][C:6]([NH:9][C:10](=[O:16])[CH2:11][C@@H:12]([OH:15])[CH2:13][CH3:14])=[CH:5][CH:4]=1.N1C=CC=CC=1.[CH3:25][C:26]1[CH:31]=[CH:30][C:29]([S:32](Cl)(=[O:34])=[O:33])=[CH:28][CH:27]=1>O>[F:1][C:2]([F:17])([F:18])[C:3]1[CH:8]=[CH:7][C:6]([NH:9][C:10](=[O:16])[CH2:11][C@@H:12]([O:15][S:32]([C:29]2[CH:30]=[CH:31][C:26]([CH3:25])=[CH:27][CH:28]=2)(=[O:34])=[O:33])[CH2:13][CH3:14])=[CH:5][CH:4]=1. Procedure details: To a solution containing 300 mg (1.15 mmol) of (S)-N-[4-(trifluoromethyl)phenyl]-3-hydroxypentanoic acid amide produced in Example 2 and pyridine (0.9 mL), 328.4 mg (1.72 mmol) of 4-methylbenzenesulfonyl chloride was added at 0° C. After stirring at 0° C. for 5 hours and at room temperature for further 5 hours, water (5 mL) was added and the resultant was stirred at room temperature for 2 hours. Extraction was carried out with ethyl acetate and after the organic layer was washed with saturated b... Starting materials: O=C(CCCCCNC1=CC=C(C(=O)OCC)C=C1)CCCCCCCCCC (ethyl 4-(6-oxohexadecylamino)benzoate), C(C)(=O)O (acetic acid), [BH4-].[Na+] (sodium borohydride), C(C)O (ethanol). The solvent is O (water). Yields the product OC(CCCCCNC1=CC=C(C(=O)OCC)C=C1)CCCCCCCCCC (ethyl 4-(6-hydroxyhexadecylamino)benzoate). Reaction SMILES: [O:1]=[C:2]([CH2:20][CH2:21][CH2:22][CH2:23][CH2:24][CH2:25][CH2:26][CH2:27][CH2:28][CH3:29])[CH2:3][CH2:4][CH2:5][CH2:6][CH2:7][NH:8][C:9]1[CH:19]=[CH:18][C:12]([C:13]([O:15][CH2:16][CH3:17])=[O:14])=[CH:11][CH:10]=1.[BH4-].[Na+].C(O)C.C(O)(=O)C>O>[OH:1][CH:2]([CH2:20][CH2:21][CH2:22][CH2:23][CH2:24][CH2:25][CH2:26][CH2:27][CH2:28][CH3:29])[CH2:3][CH2:4][CH2:5][CH2:6][CH2:7][NH:8][C:9]1[CH:10]=[CH:11][C:12]([C:13]([O:15][CH2:16][CH3:17])=[O:14])=[CH:18][CH:19]=1 |f:1.2|. Procedure details: A suspension of 10 g. of ethyl 4-(6-oxohexadecylamino)benzoate and 2.8 g. of sodium borohydride in 250 ml. of ethanol is stirred at ambient temperature for 3 hours, acidified with glacial acetic acid, and poured into water. The solid is collected by filtration, dried, and recyrstallized from hexane to yield the product as a white solid. Alkaline hydrolysis of this ester by the method of Example 10 affords 4-(6-hydroxyhexadecylamino)benzoic acid.